From a dataset of the Open Reaction Database (ORD), a public repository of structured organic reaction records. describe an organic reaction: reactants, conditions, products, and yield The reactants are O=C1SC(C(N1)=O)CC1=CC=C(OCC(=O)NC2=C(C=C(C=C2)OC2=CC=C(C=C2)C(F)(F)F)N(C(OC(C)(C)C)=O)C)C=C1 (t-butyl N-{2-[4-(2,4-dioxothiazolidin-5-ylmethyl)phenoxyacetylamino]-5-(4-trifluoromethylphenoxy)phenyl}-N-methylcarbamate). Run in FC(C(=O)O)(F)F (trifluoroacetic acid). Conditions: time 8 hour. Product: CN1C(=NC2=C1C=C(C=C2)OC2=CC=C(C=C2)C(F)(F)F)COC2=CC=C(CC1C(NC(S1)=O)=O)C=C2 (5-{4-[1-Methyl-6-(4-trifluoromethylphenoxy)-1H-benzimidazole-2-ylmethoxy]benzyl}thiazolidine-2,4-dione). The yield is 77.3%. As a reaction SMILES: [O:1]=[C:2]1[NH:6][C:5](=[O:7])[CH:4]([CH2:8][C:9]2[CH:45]=[CH:44][C:12]([O:13][CH2:14][C:15]([NH:17][C:18]3[CH:23]=[CH:22][C:21]([O:24][C:25]4[CH:30]=[CH:29][C:28]([C:31]([F:34])([F:33])[F:32])=[CH:27][CH:26]=4)=[CH:20][C:19]=3[N:35]([CH3:43])C(=O)OC(C)(C)C)=O)=[CH:11][CH:10]=2)[S:3]1>FC(F)(F)C(O)=O>[CH3:43][N:35]1[C:19]2[CH:20]=[C:21]([O:24][C:25]3[CH:30]=[CH:29][C:28]([C:31]([F:34])([F:33])[F:32])=[CH:27][CH:26]=3)[CH:22]=[CH:23][C:18]=2[N:17]=[C:15]1[CH2:14][O:13][C:12]1[CH:11]=[CH:10][C:9]([CH2:8][CH:4]2[S:3][C:2](=[O:1])[NH:6][C:5]2=[O:7])=[CH:45][CH:44]=1. Procedure details: A solution of t-butyl N-{2-[4-(2,4-dioxothiazolidin-5-ylmethyl)phenoxyacetylamino]-5-(4-trifluoromethylphenoxy)phenyl}-N-methylcarbamate (0.95 g) in trifluoroacetic acid (20 ml) was stirred at 60° C. for 3 hours and allowed to stand at ambient temperature overnight. The reaction mixture was concentrated and to the residue was added water and neutralized with aqueous sodium bicarbonate solution (5%). The mixture was extracted with ethyl acetate. The ethyl acetate layer was washed with saturated a...